From a dataset of the Open Reaction Database (ORD), a public repository of structured organic reaction records. describe an organic reaction: reactants, conditions, products, and yield The reactants are Clc1ccc(CBr)c2ccoc12, CCOC(=O)CC(=O)OCC, C1CCOC1, [H-], [Na+]. The product is CCOC(=O)C(Cc1ccc(Cl)c2occc12)C(=O)OCC. As a reaction SMILES: [Br:14][CH2:15][c:16]1[cH:17][cH:18][c:19]([Cl:25])[c:20]2[c:21]1[cH:22][cH:23][o:24]2.[C:1]([CH2:2][C:3](=[O:4])[O:5][CH2:6][CH3:7])(=[O:8])[O:9][CH2:10][CH3:11].[CH2:26]1[O:27][CH2:28][CH2:29][CH2:30]1.[H-:12].[Na+:13]>>[C:1]([CH:2]([C:3](=[O:4])[O:5][CH2:6][CH3:7])[CH2:15][c:16]1[cH:17][cH:18][c:19]([Cl:25])[c:20]2[c:21]1[cH:22][cH:23][o:24]2)(=[O:8])[O:9][CH2:10][CH3:11]. The reactants are C1CCOC1, CO, COC(=O)c1ccc(N2CCN(c3cnccc3C)C2=O)cc1, [Li+], [OH-], O. Product: Cc1ccncc1N1CCN(c2ccc(C(=O)O)cc2)C1=O. As a reaction SMILES: [CH2:29]1[O:30][CH2:31][CH2:32][CH2:33]1.[CH3:27][OH:28].[CH3:3][O:4][C:5]([c:6]1[cH:7][cH:8][c:9]([N:12]2[C:13](=[O:24])[N:14]([c:17]3[cH:18][n:19][cH:20][cH:21][c:22]3[CH3:23])[CH2:15][CH2:16]2)[cH:10][cH:11]1)=[O:25].[Li+:2].[OH-:1].[OH2:26]>>[O:4]=[C:5]([c:6]1[cH:7][cH:8][c:9]([N:12]2[C:13](=[O:24])[N:14]([c:17]3[cH:18][n:19][cH:20][cH:21][c:22]3[CH3:23])[CH2:15][CH2:16]2)[cH:10][cH:11]1)[OH:25].